This data is from the Open Reaction Database (ORD), a public repository of structured organic reaction records. The task is: describe an organic reaction: reactants, conditions, products, and yield As a reaction SMILES: [CH2:58]([Cl:59])[Cl:60].[F:1][C:2]([C:3]([CH2:4][C:5]([CH3:6])([CH3:7])[c:8]1[c:9]([O:15][CH3:16])[cH:10][cH:11][c:12]([F:14])[cH:13]1)([OH:17])[CH2:18][n:19]1[cH:20][cH:21][c:22](=[N:29][C:30]([c:31]2[cH:32][cH:33][cH:34][cH:35][cH:36]2)([c:37]2[cH:38][cH:39][cH:40][cH:41][cH:42]2)[c:43]2[cH:44][cH:45][cH:46][cH:47][cH:48]2)[c:23]2[cH:24][cH:25][cH:26][cH:27][c:28]12)([F:49])[F:50].[OH:51][C:52]([C:53]([F:54])([F:55])[F:56])=[O:57]>>[F:1][C:2]([C:3]([CH2:4][C:5]([CH3:6])([CH3:7])[c:8]1[c:9]([O:15][CH3:16])[cH:10][cH:11][c:12]([F:14])[cH:13]1)([OH:17])[CH2:18][n:19]1[cH:20][cH:21][c:22](=[NH:29])[c:23]2[cH:24][cH:25][cH:26][cH:27][c:28]12)([F:49])[F:50]. Yields the product COc1ccc(F)cc1C(C)(C)CC(O)(Cn1ccc(=N)c2ccccc21)C(F)(F)F. Reactants: ClCCl, COc1ccc(F)cc1C(C)(C)CC(O)(Cn1ccc(=NC(c2ccccc2)(c2ccccc2)c2ccccc2)c2ccccc21)C(F)(F)F, O=C(O)C(F)(F)F. Reactants: CN(C)CCN(C(=O)N(C)C)c1ccc([N+](=O)[O-])cn1, CC#N, CCO, [H][H]. Product: CN(C)CCN(C(=O)N(C)C)c1ccc(N)cn1. RXN SMILES: [CH3:1][N:2]([C:3](=[O:4])[N:5]([c:6]1[n:7][cH:8][c:9]([N+:12]([O-:13])=[O:14])[cH:10][cH:11]1)[CH2:15][CH2:16][N:17]([CH3:18])[CH3:19])[CH3:20].[CH3:23][C:24]#[N:25].[CH3:26][CH2:27][OH:28].[H:21][H:22]>>[CH3:1][N:2]([C:3](=[O:4])[N:5]([c:6]1[n:7][cH:8][c:9]([NH2:12])[cH:10][cH:11]1)[CH2:15][CH2:16][N:17]([CH3:18])[CH3:19])[CH3:20]. Starting materials: Cc1[nH]c2ccc(CCOS(C)(=O)=O)cc2c1C(=O)OCc1ccccc1, C1CCNCC1, C1COCCO1. Product: Cc1[nH]c2ccc(CCN3CCCCC3)cc2c1C(=O)OCc1ccccc1. RXN SMILES: [CH2:1]([c:2]1[cH:3][cH:4][cH:5][cH:6][cH:7]1)[O:8][C:9](=[O:10])[c:11]1[c:12]([CH3:27])[nH:13][c:14]2[cH:15][cH:16][c:17]([CH2:20][CH2:21][O:22][S:23]([CH3:24])(=[O:25])=[O:26])[cH:18][c:19]12.[CH2:28]1[CH2:29][CH2:30][NH:31][CH2:32][CH2:33]1.[O:34]1[CH2:35][CH2:36][O:37][CH2:38][CH2:39]1>>[CH2:1]([c:2]1[cH:3][cH:4][cH:5][cH:6][cH:7]1)[O:8][C:9](=[O:10])[c:11]1[c:12]([CH3:27])[nH:13][c:14]2[cH:15][cH:16][c:17]([CH2:20][CH2:21][N:31]3[CH2:30][CH2:29][CH2:28][CH2:33][CH2:32]3)[cH:18][c:19]12. The product is C(C)(C)(C)OC(N1CCC(CC1)N)=N.CC1=NC=CC(=N1)C=S (2-Methylthiopyrimidine-4-carboxaldehyde [1-t-butoxycarbonyl-4-aminopiperidine]imine). Reported procedure: 2-Methylthiopyrimidine-4-carboxaldehyde (1.51 g, 9.8 mmol), 1-t-butoxycarbonyl-4-aminopiperidine (Mach R. H., et al., J. Med. Chem. 1993 36, 3707) (2.1 g, 10.5 mmol), MgSO4 (ca 2 g) and CH2Cl2 (75 mL) were combined and stirred at 23° C. for 16 h. Filtration and concentration of the filtrate afforded the title compound as a yellow oil: 1H NMR (CDCl3) δ8.57 (d, 1), 8.27 (s, 1), 7.58 (d, 1), 4.05 (m, 2), 3.55 (m, 1), 3.00 (m, 2), 2.60 (s, 3), 1.75 (m, 4), 1.48 (s, 9). As a reaction SMILES: [CH3:1][C:2]1[N:7]=[C:6]([CH:8]=[S:9])[CH:5]=[CH:4][N:3]=1.[C:10]([O:14][C:15]([N:17]1CCC(N)CC1)=O)([CH3:13])([CH3:12])[CH3:11].[O-]S([O-])(=O)=O.[Mg+2]>C(Cl)Cl>[C:10]([O:14][C:15](=[NH:17])[N:3]1[CH2:2][CH2:8][CH:6]([NH2:7])[CH2:5][CH2:4]1)([CH3:13])([CH3:12])[CH3:11].[CH3:1][C:2]1[N:7]=[C:6]([CH:8]=[S:9])[CH:5]=[CH:4][N:3]=1 |f:2.3,5.6|. Reactants: CC1=NC=CC(=N1)C=S (2-Methylthiopyrimidine-4-carboxaldehyde), C(C)(C)(C)OC(=O)N1CCC(CC1)N (1-t-butoxycarbonyl-4-aminopiperidine), [O-]S(=O)(=O)[O-].[Mg+2] (MgSO4). Solvent: C(Cl)Cl (CH2Cl2). Conditions: temperature 23 celsius, time 16 hour.